This data is from the Open Reaction Database (ORD), a public repository of structured organic reaction records. The task is: describe an organic reaction: reactants, conditions, products, and yield Starting materials: CCOCC, CCCCCC, O=Cc1ccccc1, Cl, Cl, Nc1cccc(NC(=O)CN2CCC(Cc3ccc(F)cc3)CC2)c1. The product is O=C(CN1CCC(Cc2ccc(F)cc2)CC1)Nc1cccc(NCc2ccccc2)c1. As a reaction SMILES: [CH2:42]([O:43][CH2:44][CH3:45])[CH3:46].[CH3:36][CH2:37][CH2:38][CH2:39][CH2:40][CH3:41].[CH:28](=[O:29])[c:30]1[cH:31][cH:32][cH:33][cH:34][cH:35]1.[ClH:1].[ClH:2].[NH2:3][c:4]1[cH:5][c:6]([NH:10][C:11]([CH2:12][N:13]2[CH2:14][CH2:15][CH:16]([CH2:19][c:20]3[cH:21][cH:22][c:23]([F:26])[cH:24][cH:25]3)[CH2:17][CH2:18]2)=[O:27])[cH:7][cH:8][cH:9]1>>[NH:3]([c:4]1[cH:5][c:6]([NH:10][C:11]([CH2:12][N:13]2[CH2:14][CH2:15][CH:16]([CH2:19][c:20]3[cH:21][cH:22][c:23]([F:26])[cH:24][cH:25]3)[CH2:17][CH2:18]2)=[O:27])[cH:7][cH:8][cH:9]1)[CH2:28][c:30]1[cH:31][cH:32][cH:33][cH:34][cH:35]1. Starting materials: N([C@@H](CC1=CC=CC=C1)C(=O)N[C@@H](CC1=CC=CC=C1)C(=O)O)C(=O)OCC1=CC=CC=C1 (Z-Phe-Phe-OH), N[C@@H](CC(C)C)C(=O)N[C@@H](C(C)C)C(=O)N[C@@H]([C@@H](C)CC)C(=O)N[C@@H](CC1=CNC=N1)C(=O)N (H-Leu-Val-Ile-His-NH2). The product is N([C@@H](CC1=CC=CC=C1)C(=O)N[C@@H](CC1=CC=CC=C1)C(=O)N[C@@H](CC(C)C)C(=O)N[C@@H](C(C)C)C(=O)N[C@@H]([C@@H](C)CC)C(=O)N[C@@H](CC1=CNC=N1)C(=O)N)C(=O)OCC1=CC=CC=C1 (Z-Phe-Phe-Leu-Val-Ile-His-NH2). RXN SMILES: [NH:1]([C:24]([O:26][CH2:27][C:28]1[CH:33]=[CH:32][CH:31]=[CH:30][CH:29]=1)=[O:25])[C@H:2]([C:10]([NH:12][C@H:13]([C:21](O)=[O:22])[CH2:14][C:15]1[CH:20]=[CH:19][CH:18]=[CH:17][CH:16]=1)=[O:11])[CH2:3][C:4]1[CH:9]=[CH:8][CH:7]=[CH:6][CH:5]=1.[NH2:34][C@H:35]([C:40]([NH:42][C@H:43]([C:47]([NH:49][C@H:50]([C:55]([NH:57][C@H:58]([C:65]([NH2:67])=[O:66])[CH2:59][C:60]1[N:64]=[CH:63][NH:62][CH:61]=1)=[O:56])[C@H:51]([CH2:53][CH3:54])[CH3:52])=[O:48])[CH:44]([CH3:46])[CH3:45])=[O:41])[CH2:36][CH:37]([CH3:39])[CH3:38]>>[NH:1]([C:24]([O:26][CH2:27][C:28]1[CH:29]=[CH:30][CH:31]=[CH:32][CH:33]=1)=[O:25])[C@H:2]([C:10]([NH:12][C@H:13]([C:21]([NH:34][C@H:35]([C:40]([NH:42][C@H:43]([C:47]([NH:49][C@H:50]([C:55]([NH:57][C@H:58]([C:65]([NH2:67])=[O:66])[CH2:59][C:60]1[N:64]=[CH:63][NH:62][CH:61]=1)=[O:56])[C@H:51]([CH2:53][CH3:54])[CH3:52])=[O:48])[CH:44]([CH3:45])[CH3:46])=[O:41])[CH2:36][CH:37]([CH3:39])[CH3:38])=[O:22])[CH2:14][C:15]1[CH:16]=[CH:17][CH:18]=[CH:19][CH:20]=1)=[O:11])[CH2:3][C:4]1[CH:5]=[CH:6][CH:7]=[CH:8][CH:9]=1. Procedure: In a manner analogous to that described in Example 1, using as starting materials 54 mg of Z-Phe-Phe-OH(Bachem AG, Bubendorf, Switzerland) and 75 mg of H-Leu-Val-Ile-His-NH2, the title compound is obtained after the addition of 26 mg of HOBt and 42 mg of DCCI and chromatographic purification over a LOBAR® prefabricated column (eluant: methylene chloride/methanol/water 50:10:1). Rf (B10)=0.35. Reactants: C1CCOC1, Cc1ccc([N+](=O)[O-])c(Oc2cccc3ccccc23)c1F, O. Yields the product Cc1ccc(N)c(Oc2cccc3ccccc23)c1F. Reaction SMILES: [CH2:24]1[O:25][CH2:26][CH2:27][CH2:28]1.[F:1][c:2]1[c:3]([O:12][c:13]2[cH:14][cH:15][cH:16][c:17]3[cH:18][cH:19][cH:20][cH:21][c:22]23)[c:4]([N+:9]([O-:10])=[O:11])[cH:5][cH:6][c:7]1[CH3:8].[OH2:23]>>[F:1][c:2]1[c:3]([O:12][c:13]2[cH:14][cH:15][cH:16][c:17]3[cH:18][cH:19][cH:20][cH:21][c:22]23)[c:4]([NH2:9])[cH:5][cH:6][c:7]1[CH3:8]. Starting materials: [N+](=O)([O-])C1=CC=C(C=C1)OC(\C=C\C1=C(C2=CC=CC=C2C(=C1)OC)CCCC)=O ((E)-3-(1-butyl-4-methoxy-2-naphthalenyl)-2-propenoic acid 4-nitrophenyl ester), N1=CN=CC(=C1)CCCCCCN (5-pyrimidinehexanamine). Solvent: O1CCCC1 (tetrahydrofuran). Conditions: time 1.5 hour. Yields the product C(CCC)C1=C(C=C(C2=CC=CC=C12)OC)/C=C/C(=O)NCCCCCCC=1C=NC=NC1 ((E)-3-(1-butyl-4-methoxy-2-naphthalenyl)-N-[6-(5-pyrimidinyl)hexyl]-2-propenamide). Isolated yield 68.5%. RXN SMILES: [N+](C1C=CC([O:10][C:11](=O)/[CH:12]=[CH:13]/[C:14]2[CH:23]=[C:22]([O:24][CH3:25])[C:21]3[C:16](=[CH:17][CH:18]=[CH:19][CH:20]=3)[C:15]=2[CH2:26][CH2:27][CH2:28][CH3:29])=CC=1)([O-])=O.[N:31]1[CH:36]=[C:35]([CH2:37][CH2:38][CH2:39][CH2:40][CH2:41][CH2:42][NH2:43])[CH:34]=[N:33][CH:32]=1>O1CCCC1>[CH2:26]([C:15]1[C:16]2[C:21](=[CH:20][CH:19]=[CH:18][CH:17]=2)[C:22]([O:24][CH3:25])=[CH:23][C:14]=1/[CH:13]=[CH:12]/[C:11]([NH:43][CH2:42][CH2:41][CH2:40][CH2:39][CH2:38][CH2:37][C:35]1[CH:36]=[N:31][CH:32]=[N:33][CH:34]=1)=[O:10])[CH2:27][CH2:28][CH3:29]. Reported procedure: As in Example 114, (E)-3-(1-butyl-4-methoxy-2-naphthalenyl)-2-propenoic acid 4-nitrophenyl ester (1.21 g) was reacted with 5-pyrimidinehexanamine (0.505 g) in tetrahydrofuran (20 mL) at room temperature overnight and then at 50° C. for 1.5 hour. The product was isolated in the usual manner then was purified by HPLC (ethyl acetate) and twice crystallized from ethyl acetate-hexane to provide 0.86 g of (E)-3-(1-butyl-4-methoxy-2-naphthalenyl)-N-[6-(5-pyrimidinyl)hexyl]-2-propenamide, mp 128°-129° C... Starting materials: COCNC(=O)C=1OC2=C(C1)C=C(C=C2)OCCN2CCOCC2 (5-(2-morpholin-4-yl-ethyloxy)benzofuran-2-carboxylic acid methoxy methyl amide), [H-].[H-].[H-].[H-].[Li+].[Al+3] (LAH), solution. The solvent is C1CCOC1 (THF), C1CCOC1 (THF). Yields the product N1(CCOCC1)CCOC=1C=CC2=C(C=C(O2)C=O)C1 (5-(2-morpholin-4-yl-ethyloxy)benzofuran-2-carbaldehyde). Yield: 97.2%. Reaction SMILES: COCN[C:5]([C:7]1[O:8][C:9]2[CH:15]=[CH:14][C:13]([O:16][CH2:17][CH2:18][N:19]3[CH2:24][CH2:23][O:22][CH2:21][CH2:20]3)=[CH:12][C:10]=2[CH:11]=1)=[O:6].[H-].[H-].[H-].[H-].[Li+].[Al+3]>C1COCC1>[N:19]1([CH2:18][CH2:17][O:16][C:13]2[CH:14]=[CH:15][C:9]3[O:8][C:7]([CH:5]=[O:6])=[CH:11][C:10]=3[CH:12]=2)[CH2:24][CH2:23][O:22][CH2:21][CH2:20]1 |f:1.2.3.4.5.6|. Reported procedure: To a solution of 5-(2-morpholin-4-yl-ethyloxy)benzofuran-2-carboxylic acid methoxy methyl amide (0.2 g) of Example 20a in THF was added LAH (2.0 mL of a 1 M solution in THF). The reaction was stirred until complete consumption of the starting material. Workup gave 160 mg of the title compound.